From a dataset of the Open Reaction Database (ORD), a public repository of structured organic reaction records. describe an organic reaction: reactants, conditions, products, and yield The reactants are C1(=CC=CC2=CC=CC=C12)CCC(=O)O (3-(naphth-1-yl) propanoic acid), C(C)O (ethanol). The reagents and catalysts are S(O)(O)(=O)=O (sulfuric acid). Yields the product C1(=CC=CC2=CC=CC=C12)CCC(=O)OCC (ethyl 3-(naphth-1-yl)propanoate). RXN SMILES: [C:1]1([CH2:11][CH2:12][C:13]([OH:15])=[O:14])[C:10]2[C:5](=[CH:6][CH:7]=[CH:8][CH:9]=2)[CH:4]=[CH:3][CH:2]=1.[CH2:16](O)[CH3:17]>S(=O)(=O)(O)O>[C:1]1([CH2:11][CH2:12][C:13]([O:15][CH2:16][CH3:17])=[O:14])[C:10]2[C:5](=[CH:6][CH:7]=[CH:8][CH:9]=2)[CH:4]=[CH:3][CH:2]=1. Reported procedure: A stirred solution of 50 grams (0.25 mole) of 3-(naphth-1-yl) propanoic acid and 20 drops (catalyst) of concentrated sulfuric acid in 250 mL of ethanol was heated at reflux for about 24 hours. After this time the reaction mixture was concentrated under reduced pressure to a residue. The residue was dissolved in diethyl ether, and the solution was washed with two 150 mL portions of an aqueous solution saturated with sodium bicarbonate and then with 150 mL of an aqueous solution saturated with sod... Reactants: O=C([O-])[O-], CCC(C)(C)O, COc1cc(-c2cn(C3CCc4c(F)cccc4N(CC(F)(F)F)C3=O)nn2)ccc1I, [K+], [K+], O=C(C=Cc1ccccc1)C=Cc1ccccc1, O=C(C=Cc1ccccc1)C=Cc1ccccc1, O=C(C=Cc1ccccc1)C=Cc1ccccc1, [Pd], [Pd], Nc1cccnc1. Yields the product COc1cc(-c2cn(C3CCc4c(F)cccc4N(CC(F)(F)F)C3=O)nn2)ccc1Nc1cccnc1. RXN SMILES: [C:40](=[O:41])([O-:42])[O-:43].[C:46]([OH:47])([CH2:48][CH3:49])([CH3:50])[CH3:51].[F:8][c:9]1[cH:10][cH:11][cH:12][c:13]2[c:14]1[CH2:15][CH2:16][CH:17]([n:26]1[n:27][n:28][c:29](-[c:31]3[cH:32][c:33]([O:38][CH3:39])[c:34]([I:37])[cH:35][cH:36]3)[cH:30]1)[C:18](=[O:25])[N:19]2[CH2:20][C:21]([F:22])([F:23])[F:24].[K+:44].[K+:45].[O:54]=[C:55]([CH:56]=[CH:57][c:58]1[cH:59][cH:60][cH:61][cH:62][cH:63]1)[CH:64]=[CH:65][c:66]1[cH:67][cH:68][cH:69][cH:70][cH:71]1.[O:72]=[C:73]([CH:74]=[CH:75][c:76]1[cH:77][cH:78][cH:79][cH:80][cH:81]1)[CH:82]=[CH:83][c:84]1[cH:85][cH:86][cH:87][cH:88][cH:89]1.[O:90]=[C:91]([CH:92]=[CH:93][c:94]1[cH:95][cH:96][cH:97][cH:98][cH:99]1)[CH:100]=[CH:101][c:102]1[cH:103][cH:104][cH:105][cH:106][cH:107]1.[Pd:52].[Pd:53].[n:1]1[cH:2][c:3]([NH2:7])[cH:4][cH:5][cH:6]1>>[n:1]1[cH:2][c:3]([NH:7][c:34]2[c:33]([O:38][CH3:39])[cH:32][c:31](-[c:29]3[n:28][n:27][n:26]([CH:17]4[CH2:16][CH2:15][c:14]5[c:9]([F:8])[cH:10][cH:11][cH:12][c:13]5[N:19]([CH2:20][C:21]([F:22])([F:23])[F:24])[C:18]4=[O:25])[cH:30]3)[cH:36][cH:35]2)[cH:4][cH:5][cH:6]1. Reactants: CCN(C(C)C)C(C)C, COCC(=O)O, [Cl-], Cl, Fc1cccc(COc2ccc3c(c2)CCNCC3)c1. Yields the product COCC(=O)N1CCc2ccc(OCc3cccc(F)c3)cc2CC1. RXN SMILES: [CH2:29]([N:30]([CH:31]([CH3:32])[CH3:33])[CH:34]([CH3:35])[CH3:36])[CH3:37].[CH3:23][O:24][CH2:25][C:26](=[O:27])[OH:28].[Cl-:22].[ClH:1].[F:2][c:3]1[cH:4][c:5]([CH2:6][O:7][c:8]2[cH:9][c:10]3[c:11]([cH:17][cH:18]2)[CH2:12][CH2:13][NH:14][CH2:15][CH2:16]3)[cH:19][cH:20][cH:21]1>>[F:2][c:3]1[cH:4][c:5]([CH2:6][O:7][c:8]2[cH:9][c:10]3[c:11]([cH:17][cH:18]2)[CH2:12][CH2:13][N:14]([C:26]([CH2:25][O:24][CH3:23])=[O:27])[CH2:15][CH2:16]3)[cH:19][cH:20][cH:21]1. Reactants: C(CC(=O)OCC)(=O)OCC (Diethyl malonate), NC1=C(C(=NC(=C1)CC)CC)C(=O)OC (methyl 4-amino-2,6-diethylpyridine-3-carboxylate), [Na] (sodium). The solvent is C(C)O (ethanol). Reaction conditions: temperature 150 celsius. The product is C(C)C1=C2C(=C(C(NC2=CC(=N1)CC)=O)C(=O)OCC)O (ethyl 5,7-diethyl-4-hydroxy-2-oxo-1,2-dihydro-1,6-naphthyridine-3-carboxylate). As a reaction SMILES: [C:1]([O:9][CH2:10][CH3:11])(=[O:8])[CH2:2][C:3]([O:5]CC)=O.[NH2:12][C:13]1[CH:18]=[C:17]([CH2:19][CH3:20])[N:16]=[C:15]([CH2:21][CH3:22])[C:14]=1[C:23](OC)=[O:24].[Na]>C(O)C>[CH2:21]([C:15]1[N:16]=[C:17]([CH2:19][CH3:20])[CH:18]=[C:13]2[C:14]=1[C:23]([OH:24])=[C:2]([C:1]([O:9][CH2:10][CH3:11])=[O:8])[C:3](=[O:5])[NH:12]2)[CH3:22] |^1:26|. Procedure details: Diethyl malonate (14.5 ml) and methyl 4-amino-2,6-diethylpyridine-3-carboxylate (21.3 g) was added to a solution of sodium (2.33 g) in ethanol (60 ml) and the resulting mixture was heated at 150° C. for 20 hours in an autoclave. The mixture was allowed to cool and then volatile material was removed by evaporation and the resultant semi-crystalline solid was triturated with ether. The solid was collected by filtration and dissolved in a minimum of water. The solution was acidified with 2M hydroch...